From a dataset of the Open Reaction Database (ORD), a public repository of structured organic reaction records. describe an organic reaction: reactants, conditions, products, and yield Reactants: FC(COCC(F)(F)F)(F)F (trifluoroethyl ether), CC=1C=C(C=CC1[N+](=O)[O-])O (3-methyl-4-nitrophenol), S(=O)(=O)(OCC(F)(F)F)C1=CC=C(C)C=C1 (2,2,2-trifluoroethyl tosylate), [H-].[Na+] (sodium hydride), C1(=CC=CC=C1)[O-] (phenolate), N1C=CC2=CC=CC=C12 (indole). Run in CN(C)P(=O)(N(C)C)N(C)C (HMPA). Yields the product FC(COC=1C=C2C(=CNC2=CC1)C(=O)O)(F)F (5-(2,2,2-trifluoroethoxy)-1H-indole-3-carboxylic acid). Reaction SMILES: CC1C=[C:4]([OH:11])C=CC=1[N+]([O-])=O.[H-].[Na+].C1([O-:20])C=CC=CC=1.S(C1C=CC(C)=CC=1)(OCC(F)(F)F)(=O)=O.F[C:38](F)(F)[CH2:39][O:40][CH2:41][C:42]([F:45])([F:44])[F:43].[NH:48]1[C:56]2[C:51](=[CH:52]C=C[CH:55]=2)[CH:50]=[CH:49]1>CN(P(N(C)C)(N(C)C)=O)C>[F:43][C:42]([F:45])([F:44])[CH2:41][O:40][C:39]1[CH:52]=[C:51]2[C:56](=[CH:55][CH:38]=1)[NH:48][CH:49]=[C:50]2[C:4]([OH:11])=[O:20] |f:1.2|. Procedure: 5-(2,2,2-trifluoroethoxy)-1H-indole-3-carboxylic acid was prepared following the procedure reported in Synthesis (1980) 727. 3-methyl-4-nitrophenol (Aldrich) was deprotonated with sodium hydride in HMPA, and the resulting phenolate alkylated with 2,2,2-trifluoroethyl tosylate (Aldrich). The resulting trifluoroethyl ether was then converted to the indole using the Batcho-Leimgruber protocol. Formylation and oxidation as described herein gave the title compound as an off-white solid. MS (m/e) 260.